This data is from the Open Reaction Database (ORD), a public repository of structured organic reaction records. The task is: describe an organic reaction: reactants, conditions, products, and yield The reactants are FC1=NC=2C=3C(=CNC2C=C1)C(N(N3)C3=CC=CC=C3)=O (8-Fluoro-2-phenyl-2,5-dihydro-pyrazolo[4,3-c][1,5]naphthyridin-3-one), COC1=CC=C(C=C1)NN (4-methoxyphenylhydrazine). Yields the product FC1=NC=2C=3C(=CNC2C=C1)C(N(N3)C3=CC=C(C=C3)OC)=O (8-Fluoro-2-(4-methoxy-phenyl)-2,5-dihydro-pyrazolo[4,3-c][1,5]naphthyridin-3-one). RXN SMILES: [F:1][C:2]1[CH:11]=[CH:10][C:9]2[NH:8][CH:7]=[C:6]3[C:12](=[O:21])[N:13]([C:15]4[CH:20]=[CH:19][CH:18]=[CH:17][CH:16]=4)[N:14]=[C:5]3[C:4]=2[N:3]=1.[CH3:22][O:23]C1C=CC(NN)=CC=1>>[F:1][C:2]1[CH:11]=[CH:10][C:9]2[NH:8][CH:7]=[C:6]3[C:12](=[O:21])[N:13]([C:15]4[CH:20]=[CH:19][C:18]([O:23][CH3:22])=[CH:17][CH:16]=4)[N:14]=[C:5]3[C:4]=2[N:3]=1. Reported procedure: The title compound was prepared following the procedure described in Step 3 for synthesis for 5a using 4-methoxyphenylhydrazine instead of phenylhydrazine. 1H-NMR (DMSO-d6) δ (ppm): 7.25 (1H, ddd, J=7.14, 4.67, 1.10 Hz), 7.50 (1H, dd, J=8.79, 3.03 Hz), 7.90 (1H, ddd, J=9.34, 7.42, 1.93 Hz), 8.14 (1H, brd, J=8.24 Hz), 8.28 (1H, ddd, J=9.06, 7.42, 7.14 Hz), 8.50 (1H, m), 8.84 (1H, s). m/z 282.3 (MH+). Reactants: CO (MeOH), O (water), [OH-].[Na+] (NaOH), FC=1C=C(C=CC1NC=1SC2=C(N1)C=CC(=C2)F)C2=CC(=C(C=C2)C(=O)OC)OC (Methyl 3′-fluoro-4′-[(6-fluoro-1,3-benzothiazol-2-yl)amino]-3-methoxybiphenyl-4-carboxylate). Run in C1CCOC1 (THF). Conditions: time 18 hour. Product: FC=1C=C(C=CC1NC=1SC2=C(N1)C=CC(=C2)F)C2=CC(=C(C=C2)C(=O)O)OC (3′-fluoro-4′-[(6-fluoro-1,3-benzothiazol-2-yl)amino]-3-methoxy biphenyl-4-carboxylic Acid). Reaction SMILES: [F:1][C:2]1[CH:3]=[C:4]([C:19]2[CH:24]=[CH:23][C:22]([C:25]([O:27]C)=[O:26])=[C:21]([O:29][CH3:30])[CH:20]=2)[CH:5]=[CH:6][C:7]=1[NH:8][C:9]1[S:10][C:11]2[CH:17]=[C:16]([F:18])[CH:15]=[CH:14][C:12]=2[N:13]=1.CO.O.[OH-].[Na+]>C1COCC1>[F:1][C:2]1[CH:3]=[C:4]([C:19]2[CH:24]=[CH:23][C:22]([C:25]([OH:27])=[O:26])=[C:21]([O:29][CH3:30])[CH:20]=2)[CH:5]=[CH:6][C:7]=1[NH:8][C:9]1[S:10][C:11]2[CH:17]=[C:16]([F:18])[CH:15]=[CH:14][C:12]=2[N:13]=1 |f:3.4|. Procedure details: Methyl 3′-fluoro-4′-[(6-fluoro-1,3-benzothiazol-2-yl)amino]-3-methoxybiphenyl-4-carboxylate (0.43 g, 1.01 mmol) was suspended in THF (10 mL), MeOH (5 mL) and water (5 mL), and NaOH (0.40 g, 10 mmol) was added. The reaction mixture was stirred at rt for 18 h. The reaction mixture was concentrated under reduced pressure, acidified with 2N HCl, and the resulting solid was collected by filtration. This yielded 0.41 g (99%) of the title compound as a light brown solid. LC/MS m/z 413.3 (MH+), retentio...